Dataset: the Open Reaction Database (ORD), a public repository of structured organic reaction records. Task: describe an organic reaction: reactants, conditions, products, and yield The reactants are CC(C)(C)OC(=O)N1CCNCC1, CC(=O)OC1CC(C)c2c(Cl)ncnc21, CN1CCCC1=O, CCOC(C)=O. Product: CC(=O)OC1CC(C)c2c1ncnc2N1CCN(C(=O)OC(C)(C)C)CC1. Reaction SMILES: [C:16](=[O:17])([O:18][C:19]([CH3:20])([CH3:21])[CH3:22])[N:23]1[CH2:24][CH2:25][NH:26][CH2:27][CH2:28]1.[C:1]([CH3:2])(=[O:3])[O:4][CH:5]1[CH2:6][CH:7]([CH3:15])[c:8]2[c:9]1[n:10][cH:11][n:12][c:13]2[Cl:14].[CH3:29][N:30]1[CH2:31][CH2:32][CH2:33][C:34]1=[O:35].[CH3:36][CH2:37][O:38][C:39](=[O:40])[CH3:41]>>[C:1]([CH3:2])(=[O:3])[O:4][CH:5]1[CH2:6][CH:7]([CH3:15])[c:8]2[c:9]1[n:10][cH:11][n:12][c:13]2[N:26]1[CH2:25][CH2:24][N:23]([C:16](=[O:17])[O:18][C:19]([CH3:20])([CH3:21])[CH3:22])[CH2:28][CH2:27]1.